Dataset: the Open Reaction Database (ORD), a public repository of structured organic reaction records. Task: describe an organic reaction: reactants, conditions, products, and yield Reactants: O=C([O-])[O-], CN(C)C=O, [Cl-], Oc1ccc(Cl)cc1F, CC#CCOc1cc(Cl)ncn1, [K+], [K+], [NH4+]. Product: CC#CCOc1cc(Oc2ccc(Cl)cc2F)ncn1. RXN SMILES: [C:13](=[O:14])([O-:15])[O-:16].[CH3:30][N:31]([CH3:32])[CH:33]=[O:34].[Cl-:28].[Cl:19][c:20]1[cH:21][c:22]([F:27])[c:23]([OH:26])[cH:24][cH:25]1.[Cl:1][c:2]1[n:3][cH:4][n:5][c:6]([O:8][CH2:9][C:10]#[C:11][CH3:12])[cH:7]1.[K+:17].[K+:18].[NH4+:29]>>[c:2]1([O:26][c:23]2[c:22]([F:27])[cH:21][c:20]([Cl:19])[cH:25][cH:24]2)[n:3][cH:4][n:5][c:6]([O:8][CH2:9][C:10]#[C:11][CH3:12])[cH:7]1.